This data is from the Open Reaction Database (ORD), a public repository of structured organic reaction records. The task is: describe an organic reaction: reactants, conditions, products, and yield The reactants are O=C([O-])[O-], CO, C=C1C=C(Oc2cc(C(=O)OC)ccc2OC)C1(F)F, [K+], [K+], O. The product is C=C1C=C(Oc2cc(C(=O)O)ccc2OC)C1(F)F. As a reaction SMILES: [C:21](=[O:22])([O-:23])[O-:24].[CH3:27][OH:28].[F:1][C:2]1([F:20])[C:3](=[CH2:19])[CH:4]=[C:5]1[O:6][c:7]1[cH:8][c:9]([C:10](=[O:11])[O:12][CH3:13])[cH:14][cH:15][c:16]1[O:17][CH3:18].[K+:25].[K+:26].[OH2:29]>>[F:1][C:2]1([F:20])[C:3](=[CH2:19])[CH:4]=[C:5]1[O:6][c:7]1[cH:8][c:9]([C:10](=[O:11])[OH:12])[cH:14][cH:15][c:16]1[O:17][CH3:18]. Reactants: ClCCCl, CO, ClCCl, CC(C)CC(NC(=O)c1cc2ccccc2o1)C(=O)NC1CCCNCC1O, O=C(O)c1ccccc1, On1nnc2ccccc21. Yields the product CC(C)CC(NC(=O)c1cc2ccccc2o1)C(=O)NC1CCCN(C(=O)c2ccccc2)CC1O. RXN SMILES: [CH2:48]([Cl:49])[CH2:50][Cl:51].[CH3:55][OH:56].[Cl:52][CH2:53][Cl:54].[OH:1][CH:2]1[CH2:3][NH:4][CH2:5][CH2:6][CH2:7][CH:8]1[NH:9][C:10](=[O:11])[CH:12]([CH2:13][CH:14]([CH3:15])[CH3:16])[NH:17][C:18](=[O:19])[c:20]1[o:21][c:22]2[c:23]([cH:24]1)[cH:25][cH:26][cH:27][cH:28]2.[OH:29][C:30](=[O:31])[c:32]1[cH:33][cH:34][cH:35][cH:36][cH:37]1.[OH:38][n:39]1[c:40]2[c:41]([cH:42][cH:43][cH:44][cH:45]2)[n:46][n:47]1>>[OH:1][CH:2]1[CH2:3][N:4]([C:30](=[O:29])[c:32]2[cH:33][cH:34][cH:35][cH:36][cH:37]2)[CH2:5][CH2:6][CH2:7][CH:8]1[NH:9][C:10](=[O:11])[CH:12]([CH2:13][CH:14]([CH3:15])[CH3:16])[NH:17][C:18](=[O:19])[c:20]1[o:21][c:22]2[c:23]([cH:24]1)[cH:25][cH:26][cH:27][cH:28]2. Yields the product C[n+]1cccc(C(=O)NCCc2ccc(OC(=O)C(C)(C)C)cc2)c1, [I-]. Reaction SMILES: [C:1]([C:2]([CH3:3])([CH3:4])[CH3:5])(=[O:6])[O:7][c:8]1[cH:9][cH:10][c:11]([CH2:14][CH2:15][NH:16][C:17](=[O:18])[c:19]2[cH:20][n:21][cH:22][cH:23][cH:24]2)[cH:12][cH:13]1.[CH3:25][I:26].[CH3:27][C:28](=[O:29])[CH3:30]>>[C:1]([C:2]([CH3:3])([CH3:4])[CH3:5])(=[O:6])[O:7][c:8]1[cH:9][cH:10][c:11]([CH2:14][CH2:15][NH:16][C:17](=[O:18])[c:19]2[cH:20][n+:21]([CH3:25])[cH:22][cH:23][cH:24]2)[cH:12][cH:13]1.[I-:26]. The reactants are CC(C)(C)C(=O)Oc1ccc(CCNC(=O)c2cccnc2)cc1, CI, CC(C)=O. The reactants are C=CCC (1-butene), C(C(C)C)[Al](CC(C)C)CC(C)C (triisobutylaluminum), methylaluminoxane, C=C (ethylene), [Al] (aluminum). Reagents/catalysts: [Cl-].[Cl-].C1(=CC=CC=C1)C(C1=CC=CC=C1)=[Zr+2](C1=CC=CC=2C3=CC=CC=C3CC12)C1C=CC=C1 (diphenylmethylene(cyclopentadienyl)fluorenylzirconium dichloride). Run in CCCCCC (hexane), CO (methanol). Run at temperature 35 celsius, time 5 minute. The product is C=CC.C=CCC.C=C (Propylene/Butene Ethylene). RXN SMILES: [CH2:1]=[CH:2][CH2:3][CH3:4].[CH2:5]([Al](CC(C)C)CC(C)C)[CH:6](C)C.[Al].C=C>[Cl-].[Cl-].C1(C(=[Zr+2](C2C=CC=C2)C2C3CC4C(=CC=CC=4)C=3C=CC=2)C2C=CC=CC=2)C=CC=CC=1.CO.CCCCCC>[CH2:1]=[CH:2][CH3:3].[CH2:1]=[CH:2][CH2:3][CH3:4].[CH2:5]=[CH2:6] |f:4.5.6,9.10.11|. Procedure details: 500 ml of dry hexane, 240 g of 1-butene, and 1.0 mmol of triisobutylaluminum were introduced at normal temperature into a polymerization apparatus (polymerization vessel) having a volume of 2000 ml thoroughly purged with nitrogen. Then, the temperature inside the polymerization vessel was raised to 35° C., and the polymerization vessel was pressurized with propylene to 0.6 MPa, and subsequently pressurized with supplied ethylene to 0.62 MPa. Thereafter, a toluene solution in which 0.005 mmol of ... The reactants are C1(CCC[C@@H]2C(CCC[C@@H]12)=O)=O (trans-decalin-1,5-dione), O([Na])C (NaOCH3), C(=O)OCC (ethyl formate), N1=CC=CC=C1 (pyridine). The solvent is O (water), CC(=O)O (AcOH). Reaction conditions: time 21 hour. Product: OC=C1C([C@@H]2CCC(C([C@H]2CC1)=O)=CO)=O (trans-2,6-Bis(hydroxymethylene)decalin-1,5-dione). As a reaction SMILES: [C:1]1(=[O:12])[C@H:10]2[C@@H:5]([C:6](=[O:11])[CH2:7][CH2:8][CH2:9]2)[CH2:4][CH2:3][CH2:2]1.[O:13]([CH3:15])[Na].[CH:16](OCC)=[O:17].N1C=CC=CC=1>O.CC(O)=O>[OH:17][CH:16]=[C:7]1[CH2:8][CH2:9][C@H:10]2[C@@H:5]([CH2:4][CH2:3][C:2](=[CH:15][OH:13])[C:1]2=[O:12])[C:6]1=[O:11]. Procedure: A mixture of 1.66 g (10 mmole) of trans-decalin-1,5-dione, 2.16 g (40 mmole) of NaOCH3, 9.2 ml (130 mmole) of ethyl formate, and 70 ml of dry pyridine was stirred under nitrogen at room temperature for 21 hr. After the mixture was adjusted to a pH between 5 and 6 with the aid of 51 ml of AcOH and 471 ml of water, it was extracted with benzene several times. The benzene layers were thoroughly washed with water and then were extracted with 2% KOH solution. The basic extracts were washed with ether...